From a dataset of the Open Reaction Database (ORD), a public repository of structured organic reaction records. describe an organic reaction: reactants, conditions, products, and yield Starting materials: COC(=O)C1=CC=C2[C@@H](CCSC2=C1)NC(=O)OCC1=CC=CC=C1 ((R)-4-(benzyloxycarbonylamino)thiochromane-7-carboxylic acid methyl ester), C([O-])([O-])=O.[K+].[K+] (potassium carbonate). Yields the product C(C1=CC=CC=C1)OC(=O)N[C@@H]1CCSC2=CC(=CC=C12)C(=O)O ((R)-4-(benzyloxycarbonylamino)thiochromane-7-carboxylic acid). The yield is 97.2%. RXN SMILES: C[O:2][C:3]([C:5]1[CH:14]=[C:13]2[C:8]([C@H:9]([NH:15][C:16]([O:18][CH2:19][C:20]3[CH:25]=[CH:24][CH:23]=[CH:22][CH:21]=3)=[O:17])[CH2:10][CH2:11][S:12]2)=[CH:7][CH:6]=1)=[O:4].C(=O)([O-])[O-].[K+].[K+]>>[CH2:19]([O:18][C:16]([NH:15][C@H:9]1[C:8]2[C:13](=[CH:14][C:5]([C:3]([OH:4])=[O:2])=[CH:6][CH:7]=2)[S:12][CH2:11][CH2:10]1)=[O:17])[C:20]1[CH:25]=[CH:24][CH:23]=[CH:22][CH:21]=1 |f:1.2.3|. Reported procedure: By a similar reaction operation as in Starting Material Synthetic Example 6 using (R)-4-(benzyloxycarbonylamino)thiochromane-7-carboxylic acid methyl ester (3.35 g) and potassium carbonate (2.59 g), the objective (R)-4-(benzyloxycarbonylamino)thiochromane-7-carboxylic acid (3.13 g) was obtained as colorless crystals. Reactants: Clc1ccc2sc(CBr)nc2c1, O=C([O-])[O-], CS(C)=O, [Cl-], [I-], [K+], [K+], [K+], [NH4+], CCOC(=O)CC1Oc2ccccc2NC1=O. The product is CCOC(=O)CC1Oc2ccccc2N(Cc2nc3cc(Cl)ccc3s2)C1=O. As a reaction SMILES: [Br:18][CH2:19][c:20]1[s:21][c:22]2[c:23]([n:24]1)[cH:25][c:26]([Cl:29])[cH:27][cH:28]2.[C:32](=[O:33])([O-:34])[O-:35].[CH3:40][S:41](=[O:42])[CH3:43].[Cl-:38].[I-:31].[K+:30].[K+:36].[K+:37].[NH4+:39].[O:1]=[C:2]1[CH:3]([CH2:12][C:13](=[O:14])[O:15][CH2:16][CH3:17])[O:4][c:5]2[c:6]([cH:8][cH:9][cH:10][cH:11]2)[NH:7]1>>[O:1]=[C:2]1[CH:3]([CH2:12][C:13](=[O:14])[O:15][CH2:16][CH3:17])[O:4][c:5]2[c:6]([cH:8][cH:9][cH:10][cH:11]2)[N:7]1[CH2:19][c:20]1[s:21][c:22]2[c:23]([n:24]1)[cH:25][c:26]([Cl:29])[cH:27][cH:28]2. Reactants: O1CC12CCN(CC2)C(=O)OCC2=CC=CC=C2 (benzyl 1-oxa-6-aza-spiro[2.5]octane-6-carboxylate), N1C(CCCC1)=O (piperidone), CS(=C)(=O)C (dimethylsulfoxonium methylide), NC1=CC=C(C#N)C=C1 (4-aminobenzonitrile), epoxide. The product is C(#N)C1=CC=C(C=C1)NCC1(CCN(CC1)C(=O)OCC1=CC=CC=C1)O (benzyl 4-((N-(4-cyanophenyl)amino)methyl)-4-hydroxypiperidine-1-carboxylate). RXN SMILES: [O:1]1[C:3]2([CH2:8][CH2:7][N:6]([C:9]([O:11][CH2:12][C:13]3[CH:18]=[CH:17][CH:16]=[CH:15][CH:14]=3)=[O:10])[CH2:5][CH2:4]2)[CH2:2]1.N1CCCCC1=O.CS(C)(=O)=C.[NH2:31][C:32]1[CH:39]=[CH:38][C:35]([C:36]#[N:37])=[CH:34][CH:33]=1>>[C:36]([C:35]1[CH:38]=[CH:39][C:32]([NH:31][CH2:2][C:3]2([OH:1])[CH2:8][CH2:7][N:6]([C:9]([O:11][CH2:12][C:13]3[CH:18]=[CH:17][CH:16]=[CH:15][CH:14]=3)=[O:10])[CH2:5][CH2:4]2)=[CH:33][CH:34]=1)#[N:37]. Reported procedure: A mixture of 20.0 g (80.9 mmol) benzyl 1-oxa-6-aza-spiro[2.5]octane-6-carboxylate (prepared from the protected piperidone and dimethylsulfoxonium methylide according to J. Med. Chem. 1983, 26, 855; U.S. Pat. No. 4,353,901) and 47.0 g (397.8 mmol) 4-aminobenzonitrile were heated at 160° C. for 30 hours until no starting epoxide could be detected by TLC. It was cooled to room temperature, and the excess of the aniline was removed by chromatography on silica gel with dichloromethane. The title comp... Reactants: ClC=1C=C2CCC(C2=CC1Cl)O (5,6-dichloro-2,3-dihydro-1H-inden-1-ol), C1(=CC=CC=C1)C (toluene), C1(=CC=C(C=C1)S(=O)(=O)O)C (p-toluene sulfonic acid), [OH-].[Na+] (sodium hydroxide). Run in O (water). The product is ClC=1C=C2C=CCC2=CC1Cl (5,6-dichloro-1H-indene). The yield is 56.5%. Reaction SMILES: [Cl:1][C:2]1[CH:3]=[C:4]2[C:8](=[CH:9][C:10]=1[Cl:11])[CH:7](O)[CH2:6][CH2:5]2.C1(C)C=CC=CC=1.C1(C)C=CC(S(O)(=O)=O)=CC=1.[OH-].[Na+]>O>[Cl:1][C:2]1[CH:3]=[C:4]2[C:8](=[CH:9][C:10]=1[Cl:11])[CH2:7][CH:6]=[CH:5]2 |f:3.4|. Procedure: A mixture of 17.48 g of the product of Step B, 470 ml of toluene, 0.57 g of 4-tert.-butyl-chatechol and 1.63 g of p-toluene sulfonic acid was refluxed for 2 hours and then was diluted with water. 10 ml of N sodium hydroxide solution were added and the mixture was extracted with toluene. The organic phase was evaporated to dryness under reduced pressure and the residue was taken up in hexane. The mixture was vacuum filtered and the crystalline product was dried to obtain 9 g of the desired produc... Starting materials: [Al+3], CC(=O)Nc1nc(NCCCOc2cccc(CN(C)C)c2)n(C)n1, [H-], [H-], [H-], [H-], [Li+], C1CCOC1. Yields the product CCNc1nc(NCCCOc2cccc(CN(C)C)c2)n(C)n1. As a reaction SMILES: [Al+3:27].[CH3:1][N:2]([CH3:3])[CH2:4][c:5]1[cH:6][c:7]([O:8][CH2:9][CH2:10][CH2:11][NH:12][c:13]2[n:14][c:15]([NH:19][C:20]([CH3:21])=[O:22])[n:16][n:17]2[CH3:18])[cH:23][cH:24][cH:25]1.[H-:26].[H-:29].[H-:30].[H-:31].[Li+:28].[O:32]1[CH2:33][CH2:34][CH2:35][CH2:36]1>>[CH3:1][N:2]([CH3:3])[CH2:4][c:5]1[cH:6][c:7]([O:8][CH2:9][CH2:10][CH2:11][NH:12][c:13]2[n:14][c:15]([NH:19][CH2:20][CH3:21])[n:16][n:17]2[CH3:18])[cH:23][cH:24][cH:25]1.